Task: describe an organic reaction: reactants, conditions, products, and yield. Dataset: the Open Reaction Database (ORD), a public repository of structured organic reaction records The reactants are C1CCOC1, O=C(c1ccc(Cl)cc1)c1ccc2c(c1)C(c1cccc(Cl)c1)=NCC(=S)N2, [K+], [K+], NN, O=C([O-])[O-]. The product is NNC1=Nc2ccc(C(=O)c3ccc(Cl)cc3)cc2C(c2cccc(Cl)c2)=NC1. As a reaction SMILES: [CH2:37]1[O:38][CH2:39][CH2:40][CH2:41]1.[Cl:3][c:4]1[cH:5][cH:6][c:7]([C:10](=[O:11])[c:12]2[cH:13][cH:14][c:15]3[c:16]([cH:30]2)[C:17]([c:23]2[cH:24][c:25]([Cl:29])[cH:26][cH:27][cH:28]2)=[N:18][CH2:19][C:20](=[S:22])[NH:21]3)[cH:8][cH:9]1.[K+:31].[K+:32].[NH2:1][NH2:2].[O-:33][C:34]([O-:35])=[O:36]>>[NH:1]([NH2:2])[C:20]1=[N:21][c:15]2[cH:14][cH:13][c:12]([C:10]([c:7]3[cH:6][cH:5][c:4]([Cl:3])[cH:9][cH:8]3)=[O:11])[cH:30][c:16]2[C:17]([c:23]2[cH:24][c:25]([Cl:29])[cH:26][cH:27][cH:28]2)=[N:18][CH2:19]1.